From a dataset of the Open Reaction Database (ORD), a public repository of structured organic reaction records. describe an organic reaction: reactants, conditions, products, and yield Reactants: C(CCC(=O)[O-])(=O)OC(C)(C)C (t-Butyl Succinate), C(=O)(O)[O-].[Na+] (NaHCO3), C(SCC)(OCI)=O (S-ethyl O-iodomethyl carbonothioate). The solvent is O (H2O), C(Cl)Cl (CH2Cl2), C(Cl)Cl (CH2Cl2), O (water), C(Cl)Cl (CH2Cl2). Run at time 25 minute. Product: C(OCOC(CCC(=O)OC(C)(C)C)=O)(SCC)=O (O-(3-(t-Butoxycarbonyl)propanoyloxy)methyl S-ethyl carbonothioate). Yield: 82.0%. As a reaction SMILES: [C:1]([O:8][C:9]([CH3:12])([CH3:11])[CH3:10])(=[O:7])[CH2:2][CH2:3][C:4]([O-:6])=[O:5].C([O-])(O)=O.[Na+].[C:18](=[O:25])([O:22][CH2:23]I)[S:19][CH2:20][CH3:21]>O.C(Cl)Cl>[C:18](=[O:25])([S:19][CH2:20][CH3:21])[O:22][CH2:23][O:5][C:4](=[O:6])[CH2:3][CH2:2][C:1]([O:8][C:9]([CH3:12])([CH3:11])[CH3:10])=[O:7] |f:1.2|. Procedure details: To a mixture of acid 1 (1.0 g, 5.74 mmol) in H2O (14.5 mL), and CH2Cl2 (14.5 mL) was added NaHCO3 (1.00 g, 11.9 mmol) and TBAHSO4 (1.95 g, 5.74 mmol). After stirring for 25 min, S-ethyl O-iodomethyl carbonothioate (1.10 g, 4.42 mmol, prepared according to Synthesis 1990, 1159) in CH2Cl2 (5 mL) was added. The biphasic reaction was stirred vigorously for 2 h 35 min and was diluted with water and CH2Cl2. The layers were separated, the organic layer was washed with water, 0.5 N HCl solution, saturat...